This data is from the Open Reaction Database (ORD), a public repository of structured organic reaction records. The task is: describe an organic reaction: reactants, conditions, products, and yield The reactants are O=C1N(C(C2=C(N1)C=C(S2)C2=CC=CC=C2)=O)C2CCN(CC2)C(=O)OC(C)(C)C (tert-butyl 4-(2,4-dioxo-6-phenyl-1,4-dihydrothieno[3,2-d]pyrimidin-3(2H)-yl)piperidine-1-carboxylate), ClCC1=NC(=NO1)CC (5-(chloromethyl)-3-ethyl-1,2,4-oxadiazole), ClCC1=NC(=NO1)CC (5-(chloromethyl)-3-ethyl-1,2,4-oxadiazole), C([O-])([O-])=O.[K+].[K+] (potassium carbonate). Run in CN(C)C=O (DMF). Product: C(C)C1=NOC(=N1)CN1C(N(C(C2=C1C=C(S2)C2=CC=CC=C2)=O)C2CCN(CC2)C(=O)OC(C)(C)C)=O (tert-butyl 4-{1-[(3-ethyl-1,2,4-oxadiazol-5-yl)methyl]-2,4-dioxo-6-phenyl-1,4-dihydrothieno[3,2-d]pyrimidin-3(2H)-yl}piperidine-1-carboxylate). RXN SMILES: [O:1]=[C:2]1[NH:7][C:6]2[CH:8]=[C:9]([C:11]3[CH:16]=[CH:15][CH:14]=[CH:13][CH:12]=3)[S:10][C:5]=2[C:4](=[O:17])[N:3]1[CH:18]1[CH2:23][CH2:22][N:21]([C:24]([O:26][C:27]([CH3:30])([CH3:29])[CH3:28])=[O:25])[CH2:20][CH2:19]1.Cl[CH2:32][C:33]1[O:37][N:36]=[C:35]([CH2:38][CH3:39])[N:34]=1.C(=O)([O-])[O-].[K+].[K+]>CN(C=O)C>[CH2:38]([C:35]1[N:34]=[C:33]([CH2:32][N:7]2[C:6]3[CH:8]=[C:9]([C:11]4[CH:16]=[CH:15][CH:14]=[CH:13][CH:12]=4)[S:10][C:5]=3[C:4](=[O:17])[N:3]([CH:18]3[CH2:23][CH2:22][N:21]([C:24]([O:26][C:27]([CH3:30])([CH3:29])[CH3:28])=[O:25])[CH2:20][CH2:19]3)[C:2]2=[O:1])[O:37][N:36]=1)[CH3:39] |f:2.3.4|. Reported procedure: According to GP1 tert-butyl 4-(2,4-dioxo-6-phenyl-1,4-dihydrothieno[3,2-d]pyrimidin-3(2H)-yl)piperidine-1-carboxylate (7.70 g; compound B50) is reacted with 5-(chloromethyl)-3-ethyl-1,2,4-oxadiazole (2.64 g; compound D7) in the presence of potassium carbonate (2.49 g) in DMF (50 ml). Using WU1 a solid is obtained which is recrystallized from EtOAc (400 ml) at 65° C. to give the title compound. Starting materials: C(C)(=O)N1CCN(CC1)C1=NC=CC(=N1)N (2-(4-acetylpiperazin-1-yl)pyrimidin-4-amine), [H-].[Na+] (sodium hydride), [H-].[Na+] (sodium hydride), ClC=1SC(=CN1)C#N (2-chloro-1,3-thiazole-5-carbonitrile). The solvent is CO (methanol). Run at temperature 25 celsius, time 20 minute. The product is C(C)(=O)N1CCN(CC1)C1=NC=CC(=N1)NC=1SC(=CN1)C#N (2-{[2-(4-acetylpiperazin-1-yl)pyrimidin-4-yl]amino}-1,3-thiazole-5-carbonitrile). As a reaction SMILES: [C:1]([N:4]1[CH2:9][CH2:8][N:7]([C:10]2[N:15]=[C:14]([NH2:16])[CH:13]=[CH:12][N:11]=2)[CH2:6][CH2:5]1)(=[O:3])[CH3:2].[H-].[Na+].Cl[C:20]1[S:21][C:22]([C:25]#[N:26])=[CH:23][N:24]=1>CO>[C:1]([N:4]1[CH2:5][CH2:6][N:7]([C:10]2[N:15]=[C:14]([NH:16][C:20]3[S:21][C:22]([C:25]#[N:26])=[CH:23][N:24]=3)[CH:13]=[CH:12][N:11]=2)[CH2:8][CH2:9]1)(=[O:3])[CH3:2] |f:1.2|. Reported procedure: 2-(4-acetylpiperazin-1-yl)pyrimidin-4-amine 4-4 (0.1 g, 0.45 mmol) was dissolved in dry TBF and then 1 equivalent of sodium hydride (0.036 g, 0.45 mmol) was added and this was stirred for 20 minutes at 25° C. then 2-chloro-1,3-thiazole-5-carbonitrile 2-2 (0.065 g, 0.45 mmol) was added followed immediately by 1 more equivalent of sodium hydride. The reaction was then stirred at 100° C. for 3 hours. The reaction was cooled to 25° C. and methanol was added. This solution was loaded directly onto a ... The reactants are CO, C=C(C(=O)O)c1ccc(OC)cc1, [H][H]. Product: COc1ccc(C(C)C(=O)O)cc1. RXN SMILES: [CH3:16][OH:17].[CH3:1][O:2][c:3]1[cH:4][cH:5][c:6]([C:7]([C:8](=[O:9])[OH:10])=[CH2:11])[cH:12][cH:13]1.[H:14][H:15]>>[CH3:1][O:2][c:3]1[cH:4][cH:5][c:6]([CH:7]([C:8](=[O:9])[OH:10])[CH3:11])[cH:12][cH:13]1. The reactants are CO, CCC1CN(C(=O)C(F)(F)F)CCc2cc(OC)c(Cl)cc21, [Na+], [OH-]. Yields the product CCC1CNCCc2cc(OC)c(Cl)cc21. RXN SMILES: [CH3:25][OH:26].[F:1][C:2]([F:3])([F:4])[C:21]([N:5]1[CH2:6][CH2:7][c:8]2[c:9]([cH:14][c:15]([Cl:20])[c:16]([O:18][CH3:19])[cH:17]2)[CH:10]([CH2:12][CH3:13])[CH2:11]1)=[O:22].[Na+:24].[OH-:23]>>[NH:5]1[CH2:6][CH2:7][c:8]2[c:9]([cH:14][c:15]([Cl:20])[c:16]([O:18][CH3:19])[cH:17]2)[CH:10]([CH2:12][CH3:13])[CH2:11]1. The reactants are COc1ccc(OC)c(Sc2nc3c(N)ncnc3[nH]2)c1, FC(F)(F)c1cccc(CCCl)c1. Yields the product COc1ccc(OC)c(Sc2nc3c(N)ncnc3n2CCc2cccc(C(F)(F)F)c2)c1. RXN SMILES: [CH3:1][O:2][c:3]1[c:4]([S:11][c:12]2[nH:13][c:14]3[n:15][cH:16][n:17][c:18]([NH2:21])[c:19]3[n:20]2)[cH:5][c:6]([O:9][CH3:10])[cH:7][cH:8]1.[Cl:22][CH2:23][CH2:24][c:25]1[cH:26][c:27]([C:31]([F:32])([F:33])[F:34])[cH:28][cH:29][cH:30]1>>[CH3:1][O:2][c:3]1[c:4]([S:11][c:12]2[n:13]([CH2:23][CH2:24][c:25]3[cH:26][c:27]([C:31]([F:32])([F:33])[F:34])[cH:28][cH:29][cH:30]3)[c:14]3[n:15][cH:16][n:17][c:18]([NH2:21])[c:19]3[n:20]2)[cH:5][c:6]([O:9][CH3:10])[cH:7][cH:8]1.